From a dataset of the Open Reaction Database (ORD), a public repository of structured organic reaction records. describe an organic reaction: reactants, conditions, products, and yield Starting materials: FC(S(=O)(=O)OC1=CC=C2C=CC(=CC2=C1)C1=CC2=CC=CC=C2C=C1)(F)F ([2,2′-binaphthalen]-7-yl trifluoromethane sulfonate), C1=CC=CC2=CC3=CC=CC=C3C(=C12)B(O)O (anthracen-9-ylboronic acid), C1(CCCCC1)P(C1CCCCC1)C1CCCCC1 (tricyclohexyl phosphine), P(=O)([O-])([O-])[O-].[K+].[K+].[K+] (potassium phosphate), C1(=CC=CC=C1)C (toluene). The reagents and catalysts are C=1C=CC(=CC1)/C=C/C(=O)/C=C/C2=CC=CC=C2.C=1C=CC(=CC1)/C=C/C(=O)/C=C/C2=CC=CC=C2.[Pd] (Pd(dba)2). The solvent is C(C)O (ethanol). The product is C1=C(C=CC2=CC=C(C=C12)C=1C2=CC=CC=C2C=C2C=CC=CC12)C1=CC2=CC=CC=C2C=C1 (9-([2,2′-binaphthalen]-7-yl)anthracene). Reaction SMILES: FC(F)(F)S(O[C:7]1[CH:16]=[C:15]2[C:10]([CH:11]=[CH:12]C(C3C=CC4C(=CC=CC=4)C=3)=[CH:14]2)=[CH:9][CH:8]=1)(=O)=O.[CH:29]1[C:42]2[C:33](=[CH:34][C:35]3[C:40]([C:41]=2B(O)O)=[CH:39][CH:38]=[CH:37][CH:36]=3)[CH:32]=[CH:31][CH:30]=1.[CH:46]1(P(C2CCCCC2)C2CCCCC2)[CH2:51]CC[CH2:48][CH2:47]1.P([O-])([O-])([O-])=O.[K+].[K+].[K+].[C:73]1([CH3:79])[CH:78]=[CH:77][CH:76]=[CH:75][CH:74]=1>C1C=CC(/C=C/C(/C=C/C2C=CC=CC=2)=O)=CC=1.C1C=CC(/C=C/C(/C=C/C2C=CC=CC=2)=O)=CC=1.[Pd].C(O)C>[CH:74]1[C:75]2[C:76](=[CH:51][CH:46]=[C:47]([C:41]3[C:42]4[C:33]([CH:34]=[C:35]5[C:40]=3[CH:39]=[CH:38][CH:37]=[CH:36]5)=[CH:32][CH:31]=[CH:30][CH:29]=4)[CH:48]=2)[CH:77]=[CH:78][C:73]=1[C:79]1[CH:12]=[CH:11][C:10]2[C:15](=[CH:16][CH:7]=[CH:8][CH:9]=2)[CH:14]=1 |f:3.4.5.6,8.9.10|. Reported procedure: Under the nitrogen atmosphere, [2,2′-binaphthalen]-7-yl trifluoromethane sulfonate (16.0 g) as the eighth intermediate compound, anthracen-9-ylboronic acid (13.3 g), Pd(dba)2 (0.7 g), tricyclohexyl phosphine (0.8 g), potassium phosphate (16.9 g), and a mixture solvent (120 ml) of toluene and ethanol (toluene/ethanol=4/1 (volume ratio)) were added to a flask and refluxed for 2.5 hours. Once the heating is completed, the reaction solution was cooled. Liquid separation was performed by adding water...